The task is: describe an organic reaction: reactants, conditions, products, and yield. This data is from the Open Reaction Database (ORD), a public repository of structured organic reaction records. Reactants: [Al+3], C1CCOC1, CNc1nc(SC)ncc1C=Nc1ccc(F)c([N+](=O)[O-])c1, [H-], [H-], [H-], [H-], [Li+], [Na+], [OH-]. Product: CNc1nc(SC)ncc1CNc1ccc(F)c([N+](=O)[O-])c1. As a reaction SMILES: [Al+3:2].[CH2:31]1[O:32][CH2:33][CH2:34][CH2:35]1.[F:7][c:8]1[c:9]([N+:26](=[O:27])[O-:28])[cH:10][c:11]([N:14]=[CH:15][c:16]2[c:17]([NH:24][CH3:25])[n:18][c:19]([S:22][CH3:23])[n:20][cH:21]2)[cH:12][cH:13]1.[H-:1].[H-:4].[H-:5].[H-:6].[Li+:3].[Na+:30].[OH-:29]>>[F:7][c:8]1[c:9]([N+:26](=[O:27])[O-:28])[cH:10][c:11]([NH:14][CH2:15][c:16]2[c:17]([NH:24][CH3:25])[n:18][c:19]([S:22][CH3:23])[n:20][cH:21]2)[cH:12][cH:13]1.